Dataset: the Open Reaction Database (ORD), a public repository of structured organic reaction records. Task: describe an organic reaction: reactants, conditions, products, and yield Reactants: [F-].[K+] (potassium fluoride), C(C)C1=CC(=C(C(=O)OC)C=C1CC1=CC=C(C=C1)C1=NN(C=C1)C)OS(=O)(=O)C(F)(F)F (methyl 4-ethyl-5-(4-(1-methyl-1H-pyrazol-3-yl)benzyl)-2-(((trifluoromethyl)sulfonyl)oxy)benzoate), C(CCC)C(=C(CCCC)CCCC)[Sn] (tributylvinyltin), [Cl-].[Li+] (lithium chloride). The reagents and catalysts are Cl[Pd]([P](C1=CC=CC=C1)(C2=CC=CC=C2)C3=CC=CC=C3)([P](C4=CC=CC=C4)(C5=CC=CC=C5)C6=CC=CC=C6)Cl (trans-dichlorobis(triphenylphosphine)palladium(II)). Run in CN(C)C=O (DMF). Conditions: temperature 90 celsius, time 2 hour. Product: C(C)C1=CC(=C(C(=O)OC)C=C1CC1=CC=C(C=C1)C1=NN(C=C1)C)C=C (methyl 4-ethyl-5-(4-(1-methyl-1H-pyrazol-3-yl)benzyl)-2-vinylbenzoate). The yield is 87.8%. As a reaction SMILES: [CH2:1]([C:3]1[C:12]([CH2:13][C:14]2[CH:19]=[CH:18][C:17]([C:20]3[CH:24]=[CH:23][N:22]([CH3:25])[N:21]=3)=[CH:16][CH:15]=2)=[CH:11][C:6]([C:7]([O:9][CH3:10])=[O:8])=[C:5](OS(C(F)(F)F)(=O)=O)[CH:4]=1)[CH3:2].[CH2:34](C([Sn])=C(CCCC)CCCC)[CH2:35]CC.[Cl-].[Li+].[F-].[K+]>Cl[Pd](Cl)([P](C1C=CC=CC=1)(C1C=CC=CC=1)C1C=CC=CC=1)[P](C1C=CC=CC=1)(C1C=CC=CC=1)C1C=CC=CC=1.CN(C=O)C>[CH2:1]([C:3]1[C:12]([CH2:13][C:14]2[CH:19]=[CH:18][C:17]([C:20]3[CH:24]=[CH:23][N:22]([CH3:25])[N:21]=3)=[CH:16][CH:15]=2)=[CH:11][C:6]([C:7]([O:9][CH3:10])=[O:8])=[C:5]([CH:34]=[CH2:35])[CH:4]=1)[CH3:2] |f:2.3,4.5,^1:35,55,74|. Procedure: A mixture of methyl 4-ethyl-5-(4-(1-methyl-1H-pyrazol-3-yl)benzyl)-2-(((trifluoromethyl)sulfonyl)oxy)benzoate (0.32 g), tributylvinyltin (0.32 g), trans-dichlorobis(triphenylphosphine)palladium(II) (0.02 g), lithium chloride (0.21 g) and DMF (6.00 mL) was stirred at 90° C. for 2 hr under argon atmosphere. To the reaction mixture was added aqueous potassium fluoride solution, and the precipitated insoluble substance was removed by filtration. The filtrate was diluted with ethyl acetate, and the m... Run in C(C)OC(C)=O (ethylacetate). Reactants: acid chloride, C(C)(=O)OCC=1CS[C@H]2N(C1C(=O)OC(C1=CC=CC=C1)C1=CC=CC=C1)C([C@H]2NC(C(C2=CC=CC=C2)=NO)=O)=O (diphenylmethyl 3-acetoxymethyl-7β-(2-hydroxyimino-2-phenylacetamido)ceph-3-em-4-carboxylate), N1=CC=CC=C1 (pyridine), [N+](=O)([O-])C1=CC=C(C(=O)Cl)C=C1 (4-nitrobenzoyl chloride). Reported procedure: To a solution of diphenylmethyl 3-acetoxymethyl-7β-(2-hydroxyimino-2-phenylacetamido)ceph-3-em-4-carboxylate (syn-isomer) (1.5 g.) and pyridine (0.5 ml.) in ethylacetate (100 ml.) was added 4-nitrobenzoyl chloride (0.42 g) and the resulting solution was stirred at room temperature for one hour. Further portions (0.042 g 0.015 g and 0.20 g.) of the acid chloride were added, and the reaction stirred for a total of 4 hours at room temperature. Then the solution was washed with 2 N-hydrochloric acid... Reaction SMILES: [C:1]([O:4][CH2:5][C:6]1[CH2:7][S:8][C@@H:9]2[C@H:29]([NH:30][C:31](=[O:41])[C:32](=[N:39][OH:40])[C:33]3[CH:38]=[CH:37][CH:36]=[CH:35][CH:34]=3)[C:28](=[O:42])[N:10]2[C:11]=1[C:12]([O:14][CH:15]([C:22]1[CH:27]=[CH:26][CH:25]=[CH:24][CH:23]=1)[C:16]1[CH:21]=[CH:20][CH:19]=[CH:18][CH:17]=1)=[O:13])(=[O:3])[CH3:2].N1C=CC=CC=1.[N+:49]([C:52]1[CH:60]=[CH:59][C:55]([C:56](Cl)=[O:57])=[CH:54][CH:53]=1)([O-:51])=[O:50]>C(OC(=O)C)C>[C:1]([O:4][CH2:5][C:6]1[CH2:7][S:8][C@@H:9]2[C@H:29]([NH:30][C:31](=[O:41])[C:32](=[N:39][O:40][C:56](=[O:57])[C:55]3[CH:54]=[CH:53][C:52]([N+:49]([O-:51])=[O:50])=[CH:60][CH:59]=3)[C:33]3[CH:34]=[CH:35][CH:36]=[CH:37][CH:38]=3)[C:28](=[O:42])[N:10]2[C:11]=1[C:12]([O:14][CH:15]([C:16]1[CH:17]=[CH:18][CH:19]=[CH:20][CH:21]=1)[C:22]1[CH:27]=[CH:26][CH:25]=[CH:24][CH:23]=1)=[O:13])(=[O:3])[CH3:2]. Run at time 1 hour. The product is C(C)(=O)OCC=1CS[C@H]2N(C1C(=O)OC(C1=CC=CC=C1)C1=CC=CC=C1)C([C@H]2NC(C(C2=CC=CC=C2)=NOC(C2=CC=C(C=C2)[N+](=O)[O-])=O)=O)=O (Diphenylmethyl 3-acetoxymethyl-7β-[2-(4-nitrobenzoyloxyimino]-2-phenylacetamido)ceph-3-em-4-carboxylate). The yield is 66.1%. Reactants: FC(C=1C=C(CN)C=C(C1)C(F)(F)F)(F)F (3,5-bistrifluoromethylbenzylamine), C(=O)(OC(C)(C)C)N[C@@H](CC1=CNC2=CC=CC=C12)C(=O)O (N-Boc-L-tryptophan), ON1N=NC2=C1C=CC=C2 (1-hydroxybenzotriazole), Cl.CN(CCCN=C=NCC)C (1-(3-dimethylaminopropyl)-3-ethyl carbodiimide hydrochloride). Solvent: Cl (hydrogen chloride), CN(C=O)C (dimethyl formamide), ClCCl (dichloromethane). Run at time 16 hour. The product is Cl.FC(C=1C=C(CNC([C@@H](N)CC2=CNC3=CC=CC=C23)=O)C=C(C1)C(F)(F)F)(F)F (L-Tryptophan 3,5-Bistrifluoromethylbenzylamide Hydrochloride). RXN SMILES: C([NH:8][C@H:9]([C:20]([OH:22])=O)[CH2:10][C:11]1[C:19]2[C:14](=[CH:15][CH:16]=[CH:17][CH:18]=2)[NH:13][CH:12]=1)(OC(C)(C)C)=O.ON1C2C=CC=CC=2N=N1.[ClH:33].CN(C)CCCN=C=NCC.[F:45][C:46]([F:60])([F:59])[C:47]1[CH:48]=[C:49]([CH:52]=[C:53]([C:55]([F:58])([F:57])[F:56])[CH:54]=1)[CH2:50][NH2:51]>CN(C)C=O.ClCCl.Cl>[ClH:33].[F:45][C:46]([F:59])([F:60])[C:47]1[CH:48]=[C:49]([CH:52]=[C:53]([C:55]([F:58])([F:56])[F:57])[CH:54]=1)[CH2:50][NH:51][C:20](=[O:22])[C@H:9]([CH2:10][C:11]1[C:19]2[C:14](=[CH:15][CH:16]=[CH:17][CH:18]=2)[NH:13][CH:12]=1)[NH2:8] |f:2.3,8.9|. Procedure: To a stirred solution of N-Boc-L-tryptophan (5 g) and 1-hydroxybenzotriazole (2.48 g) in dimethyl formamide (85 ml) was added 1-(3-dimethylaminopropyl)-3-ethyl carbodiimide hydrochloride (3.15 g) at 0° C. After 30 minutes 3,5-bistrifluoromethylbenzylamine (4.43 g) was added and stirring continued for 16 hours at 25° C. The reaction mixture was diluted with dichloromethane and washed with sodium bicarbonate solution, water and dried (Na2SO4). The solvents were evaporated in vacuo to give a white ... Starting materials: aminooxy-2-chlortrityl polystyrene resin, formula VI, ClCCl (dichloromethane), [H][H] (hydrogen), O.ON1N=NC2=C1C=CC=C2 (1-hydroxybenzotriazole hydrate), C(C)(C)N=C=NC(C)C (1,3-diisopropylcarbodiimide), C(C)N(C(C)C)C(C)C (N-ethyl-diisopropylamine), [H][H] (hydrogen). Reaction conditions: time 30 minute. Yields the product ClCCl.N1CCCCC1 (dichloromethane piperidine), formula VII. Reaction SMILES: [H][H].O.O[N:5]1[C:9]2C=[CH:11][CH:12]=[CH:13][C:8]=2N=N1.C(N=C=NC(C)C)(C)C.C(N(C(C)C)C(C)C)C.[Cl:32][CH2:33][Cl:34]>>[Cl:32][CH2:33][Cl:34].[NH:5]1[CH2:11][CH2:12][CH2:13][CH2:8][CH2:9]1 |f:1.2,6.7|. Reported procedure: If R1 and R2 are both hydrogen preferably the first stage is carried out as follows: the aminooxy-2-chlortrityl polystyrene resin is mixed in a suitable solvent, such like dichloromethane, with a compound of formula VI, in which R1 and R2 are both hydrogen, in the presence of 1-hydroxybenzotriazole hydrate and 1,3-diisopropylcarbodiimide and the resulting mixture then treated with N-ethyl-diisopropylamine at room temperature. The obtained resin is isolated and shaken twice for a period of 15 to ... Starting materials: FC(CO)(F)F (2,2,2-trifluroethanol), C(C1=CC=CC=C1)N1C[C@H](OCC1)CC1=CC(=C(C=C1)F)Cl (N-Benzyl-(R)-2-(4-fluoro-3-chlorobenzyl)morpholine), intermediate ( a ), [H-].[Na+] (sodium hydride), resultant mixture, O (water). The solvent is CN(C=O)C (N,N-dimethyl formamide), CN(C=O)C (N,N-dimethyl formamide). Run at temperature 10 celsius, time 18 hour. The product is FC(COC1=C(C=C(C[C@@H]2CNCCO2)C=C1)Cl)(F)F ((R)-2-(4-(2,2,2-trifluoroethoxy)-3-chlorobenzyl)morpholine). As a reaction SMILES: [H-].[Na+].[F:3][C:4]([F:8])([F:7])[CH2:5][OH:6].C([N:16]1[CH2:21][CH2:20][O:19][C@H:18]([CH2:22][C:23]2[CH:28]=[CH:27][C:26](F)=[C:25]([Cl:30])[CH:24]=2)[CH2:17]1)C1C=CC=CC=1.O>CN(C)C=O>[F:3][C:4]([F:8])([F:7])[CH2:5][O:6][C:26]1[CH:27]=[CH:28][C:23]([CH2:22][C@H:18]2[O:19][CH2:20][CH2:21][NH:16][CH2:17]2)=[CH:24][C:25]=1[Cl:30] |f:0.1|. Reported procedure: To a suspension of sodium hydride (50 mg, 1.25 mmol) in N,N-dimethyl formamide (0.5 mL) at 0° C. was added 2,2,2-trifluroethanol (125 mg, 1.25 mmol), and the resultant mixture stirred for 5 mins. N-Benzyl-(R)-2-(4-fluoro-3-chlorobenzyl)morpholine, example 27, intermediate (a) (100 mg, 0.31 mmol) was added in one portion as a solution in N,N-dimethyl formamide (1.0 mL) via syringe and the reaction mixture warmed to 10° C. and shaken at that temperature for 18 hrs. The reaction was cooled to room ...